This data is from the Open Reaction Database (ORD), a public repository of structured organic reaction records. The task is: describe an organic reaction: reactants, conditions, products, and yield Starting materials: O=C([O-])O, CN1CCCC1=O, Nc1ccc(OCc2cccc(F)c2)c(Cl)c1, Clc1ncnc2cc(-c3ccco3)[nH]c12, [Na+], O. The product is Fc1cccc(COc2ccc(Nc3ncnc4cc(-c5ccco5)[nH]c34)cc2Cl)c1. Reaction SMILES: [C:40](=[O:41])([O-:42])[OH:43].[CH3:33][N:34]1[CH2:35][CH2:36][CH2:37][C:38]1=[O:39].[Cl:16][c:17]1[cH:18][c:19]([NH2:20])[cH:21][cH:22][c:23]1[O:24][CH2:25][c:26]1[cH:27][c:28]([F:32])[cH:29][cH:30][cH:31]1.[Cl:1][c:2]1[c:3]2[c:4]([n:5][cH:6][n:7]1)[cH:8][c:9](-[c:11]1[o:12][cH:13][cH:14][cH:15]1)[nH:10]2.[Na+:44].[OH2:45]>>[c:2]1([NH:20][c:19]2[cH:18][c:17]([Cl:16])[c:23]([O:24][CH2:25][c:26]3[cH:27][c:28]([F:32])[cH:29][cH:30][cH:31]3)[cH:22][cH:21]2)[c:3]2[c:4]([n:5][cH:6][n:7]1)[cH:8][c:9](-[c:11]1[o:12][cH:13][cH:14][cH:15]1)[nH:10]2. Reactants: C(CCCCCCCCCCCCCCCCCCCCC)(=O)OC (Methyl behenate), [OH-].[K+] (KOH), methyl ester. Solvent: CO (methanol). Yields the product C(CCCCCCCCCCCCCCCCCCCCC)(=O)[O-].[K+] (Potassium Behenate). Reaction SMILES: [C:1]([O:24]C)(=[O:23])[CH2:2][CH2:3][CH2:4][CH2:5][CH2:6][CH2:7][CH2:8][CH2:9][CH2:10][CH2:11][CH2:12][CH2:13][CH2:14][CH2:15][CH2:16][CH2:17][CH2:18][CH2:19][CH2:20][CH2:21][CH3:22].[OH-].[K+:27]>CO>[C:1]([O-:24])(=[O:23])[CH2:2][CH2:3][CH2:4][CH2:5][CH2:6][CH2:7][CH2:8][CH2:9][CH2:10][CH2:11][CH2:12][CH2:13][CH2:14][CH2:15][CH2:16][CH2:17][CH2:18][CH2:19][CH2:20][CH2:21][CH3:22].[K+:27] |f:1.2,4.5|. Procedure: Methyl behenate (0.375 moles/mole of sucrose to be used in Step B) is saponified by stirring at reflux in methanol containing an equivalent amount of KOH. The reaction is stirred with heating until all methyl ester has been converted to soap as indicated by infrared analysis. The soap solution is used, as is in the next reaction step. Starting materials: CO, Fc1ccc(Cn2c(CC3CCN(CCN=C=S)CC3)nc3ccccc32)cc1, N. Product: NC(=S)NCCN1CCC(Cc2nc3ccccc3n2Cc2ccc(F)cc2)CC1. As a reaction SMILES: [CH3:31][OH:32].[F:1][c:2]1[cH:3][cH:4][c:5]([CH2:8][n:9]2[c:10]([CH2:18][CH:19]3[CH2:20][CH2:21][N:22]([CH2:25][CH2:26][N:27]=[C:28]=[S:29])[CH2:23][CH2:24]3)[n:11][c:12]3[c:13]2[cH:14][cH:15][cH:16][cH:17]3)[cH:6][cH:7]1.[NH3:30]>>[F:1][c:2]1[cH:3][cH:4][c:5]([CH2:8][n:9]2[c:10]([CH2:18][CH:19]3[CH2:20][CH2:21][N:22]([CH2:25][CH2:26][NH:27][C:28](=[S:29])[NH2:30])[CH2:23][CH2:24]3)[n:11][c:12]3[c:13]2[cH:14][cH:15][cH:16][cH:17]3)[cH:6][cH:7]1. The reactants are CC1=CC=C(C=2C=COC21)[N+](=O)[O-] (7-methyl-4-nitrobenzofuran), C(C)(C)(C)OC(N(C)C)N(C)C (tert-butoxybis(dimethylamino)methane). Yields the product CN(C=CC1=CC=C(C=2C=COC21)[N+](=O)[O-])C (Dimethyl[2-(4-nitrobenzofur-7-yl)vinyl]amine). Isolated yield 107.1%. RXN SMILES: [CH3:1][C:2]1[C:10]2[O:9][CH:8]=[CH:7][C:6]=2[C:5]([N+:11]([O-:13])=[O:12])=[CH:4][CH:3]=1.C(O[CH:19](N(C)C)[N:20]([CH3:22])[CH3:21])(C)(C)C>>[CH3:19][N:20]([CH3:22])[CH:21]=[CH:1][C:2]1[C:10]2[O:9][CH:8]=[CH:7][C:6]=2[C:5]([N+:11]([O-:13])=[O:12])=[CH:4][CH:3]=1. Reported procedure: Add 7-methyl-4-nitrobenzofuran (3.5 g, 19.7 mmol) to tert-butoxybis(dimethylamino)methane (10.3 g, 59.1 mmol), and reflux the mixture under nitrogen for 40 minutes. Concentrate under reduced pressure, dissolve in xylenes (50 mL), concentrate under reduced pressure, and dry under vacuum to obtain 4.9 g (100%) of the title compound as a deep red-brown solid. HRMS (M+H)=233.0928.